This data is from the Open Reaction Database (ORD), a public repository of structured organic reaction records. The task is: describe an organic reaction: reactants, conditions, products, and yield The product is ClC=1C=NC2=C(C(=CC=C2C1)Cl)CNC=O (3,7-dichloro-8-formylaminomethylquinoline). Starting materials: ClC=1C=NC2=C(C(=CC=C2C1)Cl)CCl (3,7-dichloro-8-chloromethylquinoline), C(=O)N (formamide). Procedure details: 24.6 parts of 3,7-dichloro-8-chloromethylquinoline (Example 1) in 300 parts of formamide were refluxed for 5 hours. Water was added and the solid was filtered off with suction and recrystallized from methanol. 23 parts of 3,7-dichloro-8-formylaminomethylquinoline of melting point 110° C. were obtained. The yield corresponds to 94% of theory. Reaction SMILES: [Cl:1][C:2]1[CH:3]=[N:4][C:5]2[C:10]([CH:11]=1)=[CH:9][CH:8]=[C:7]([Cl:12])[C:6]=2[CH2:13]Cl.[CH:15]([NH2:17])=[O:16]>O>[Cl:1][C:2]1[CH:3]=[N:4][C:5]2[C:10]([CH:11]=1)=[CH:9][CH:8]=[C:7]([Cl:12])[C:6]=2[CH2:13][NH:17][CH:15]=[O:16]. The solvent is O (Water).